From a dataset of the Open Reaction Database (ORD), a public repository of structured organic reaction records. describe an organic reaction: reactants, conditions, products, and yield Starting materials: BrC=1C=C(C(N(C1)C)=O)NC1=NC=C(C=C1)N1C(CN(CC1)C1COC1)(C)C (5-bromo-3-(5-(2,2-dimethyl-4-(oxetan-3-yl)piperazin-1-yl)pyridin-2-ylamino)-1-methylpyridin-2(1H)-one), C(C)(=O)OCC=1C(=NC=CC1B1OC(C(O1)(C)C)(C)C)N1C(C=2N(C=3CCCCC3C2)CC1)=O ((2-(1-Oxo-3,4,6,7,8,9-hexahydropyrazino[1,2-a]indol-2(1H)-yl)-4-(4,4,5,5-tetramethyl-1,3,2-dioxaborolan-2-yl)pyridin-3-yl)methyl acetate), [O-]P(=O)([O-])[O-].[K+].[K+].[K+] (K3PO4), C(C)(=O)[O-].[Na+] (sodium acetate). Reagents/catalysts: C1=CC=C(C=C1)P([C-]2C=CC=C2)C3=CC=CC=C3.C1=CC=C(C=C1)P([C-]2C=CC=C2)C3=CC=CC=C3.Cl[Pd]Cl.[Fe+2] (PdCl2(dppf)). Run in O (water), C(C)#N (acetonitrile). Run at temperature 90 celsius, time 2 hour. Yields the product C(C)(=O)OCC=1C(=NC=CC1C1=CN(C(C(=C1)NC1=NC=C(C=C1)N1C(CN(CC1)C1COC1)(C)C)=O)C)N1C(C=2N(C=3CCCCC3C2)CC1)=O ((4-(5-(5-(2,2-Dimethyl-4-(oxetan-3-yl)piperazin-1-yl)pyridin-2-ylamino)-1-methyl-6-oxo-1,6-dihydropyridin-3-yl)-2-(1-oxo-3,4,6,7,8,9-hexahydropyrazino[1,2-a]indol-2(1H)-yl)pyridin-3-yl)methyl acetate). The yield is 31.4%. RXN SMILES: Br[C:2]1[CH:3]=[C:4]([NH:10][C:11]2[CH:16]=[CH:15][C:14]([N:17]3[CH2:22][CH2:21][N:20]([CH:23]4[CH2:26][O:25][CH2:24]4)[CH2:19][C:18]3([CH3:28])[CH3:27])=[CH:13][N:12]=2)[C:5](=[O:9])[N:6]([CH3:8])[CH:7]=1.[C:29]([O:32][CH2:33][C:34]1[C:35]([N:49]2[CH2:61][CH2:60][N:52]3[C:53]4[CH2:54][CH2:55][CH2:56][CH2:57][C:58]=4[CH:59]=[C:51]3[C:50]2=[O:62])=[N:36][CH:37]=[CH:38][C:39]=1B1OC(C)(C)C(C)(C)O1)(=[O:31])[CH3:30].[O-]P([O-])([O-])=O.[K+].[K+].[K+].C([O-])(=O)C.[Na+]>C1C=CC(P(C2C=CC=CC=2)[C-]2C=CC=C2)=CC=1.C1C=CC(P(C2C=CC=CC=2)[C-]2C=CC=C2)=CC=1.Cl[Pd]Cl.[Fe+2].O.C(#N)C>[C:29]([O:32][CH2:33][C:34]1[C:35]([N:49]2[CH2:61][CH2:60][N:52]3[C:53]4[CH2:54][CH2:55][CH2:56][CH2:57][C:58]=4[CH:59]=[C:51]3[C:50]2=[O:62])=[N:36][CH:37]=[CH:38][C:39]=1[C:2]1[CH:3]=[C:4]([NH:10][C:11]2[CH:16]=[CH:15][C:14]([N:17]3[CH2:22][CH2:21][N:20]([CH:23]4[CH2:24][O:25][CH2:26]4)[CH2:19][C:18]3([CH3:27])[CH3:28])=[CH:13][N:12]=2)[C:5](=[O:9])[N:6]([CH3:8])[CH:7]=1)(=[O:31])[CH3:30] |f:2.3.4.5,6.7,8.9.10.11|. Procedure details: A 50-mL single-neck round-bottomed flask equipped with a magnetic stirrer and a reflux condenser was charged with 5-bromo-3-(5-(2,2-dimethyl-4-(oxetan-3-yl)piperazin-1-yl)pyridin-2-ylamino)-1-methylpyridin-2(1H)-one 190e (200 mg, 1.0 eq., 0.45 mmol), (2-(1-oxo-3,4,6,7,8,9-hexahydropyrazino[1,2-a]indol-2(1H)-yl)-4-(4,4,5,5-tetramethyl-1,3,2-dioxaborolan-2-yl)pyridin-3-yl)methyl acetate 113i (345 mg, 2 eq., 0.90 mmol), PdCl2(dppf) (36 mg, 0.1 eq., 0.045 mmol), K3PO4 (191 mg, 2 eq., 0.90 mmol), sod... Reactants: C1=C(NC=N1)CCN (histamine base), ClC1=NC=CC=C1[N+](=O)[O-] (2-chloro-3-nitropyridine). The solvent is CC(C)O (2-propanol). Product: N1C=NC(=C1)CCNC1=NC=CC=C1[N+](=O)[O-] (2-{[2-(1H-Imidazol-4-yl)ethyl]amino}-3-nitropyridine). The yield is 65.0%. Reaction SMILES: [CH:1]1[N:5]=[CH:4][NH:3][C:2]=1[CH2:6][CH2:7][NH2:8].Cl[C:10]1[C:15]([N+:16]([O-:18])=[O:17])=[CH:14][CH:13]=[CH:12][N:11]=1>CC(O)C>[NH:5]1[CH:1]=[C:2]([CH2:6][CH2:7][NH:8][C:10]2[C:15]([N+:16]([O-:18])=[O:17])=[CH:14][CH:13]=[CH:12][N:11]=2)[N:3]=[CH:4]1. Procedure: 1.14 g (10.2 mmol) of histamine base and 1.62 g (10.2 mmol) of 2-chloro-3-nitropyridine are brought to reflux in 5 ml of 2-propanol for 3 h. Evaporation of the solvent under reduced pressure and purification of the solid residue by chromatography on a column of silica gel, eluted with chloroform containing increasing amounts of methanol (5, 10 and 20%), provide the title compound. M.p.: 178°-180° C. (yield 65%; ethanol:water). Reactants: ClCCl, CC(C)n1ccc(N)n1, Cn1ccc(NC(=O)C(CC2CCCC2)c2ccc(S(C)(=O)=O)c(Cl)c2)n1, O=C(Cl)C(=O)Cl, Cc1cccc(C)n1. Product: CC(C)n1ccc(NC(=O)C(CC2CCCC2)c2ccc(S(C)(=O)=O)c(Cl)c2)n1. As a reaction SMILES: [CH2:51]([Cl:52])[Cl:53].[CH:42]([CH3:43])([CH3:44])[n:45]1[n:46][c:47]([NH2:50])[cH:48][cH:49]1.[Cl:1][c:2]1[cH:3][c:4]([CH:12]([C:13](=[O:14])[NH:15][c:16]2[cH:17][cH:18][n:19]([CH3:20])[n:21]2)[CH2:22][CH:23]2[CH2:24][CH2:25][CH2:26][CH2:27]2)[cH:5][cH:6][c:7]1[S:8](=[O:9])(=[O:10])[CH3:11].[Cl:28][C:29]([C:30]([Cl:31])=[O:32])=[O:33].[n:34]1[c:35]([CH3:36])[cH:37][cH:38][cH:39][c:40]1[CH3:41]>>[Cl:1][c:2]1[cH:3][c:4]([CH:12]([C:13](=[O:14])[NH:50][c:47]2[n:46][n:45]([CH:42]([CH3:43])[CH3:44])[cH:49][cH:48]2)[CH2:22][CH:23]2[CH2:24][CH2:25][CH2:26][CH2:27]2)[cH:5][cH:6][c:7]1[S:8](=[O:9])(=[O:10])[CH3:11]. Starting materials: O=C([O-])O, CCOC(C)=O, C[Si](C)(C)CC(N)=O, CN(C)C=O, CON=C(C(=O)O)c1csc(N)n1, CC(=O)OC=C1CSC2C(N)C(=O)N2C1C(=O)OCc1ccc([N+](=O)[O-])cc1, [Na+], C1CCOC1, O, O=P(Cl)(Cl)Cl. Product: CON=C(C(=O)NC1C(=O)N2C(C(=O)OCc3ccc([N+](=O)[O-])cc3)C(=COC(C)=O)CSC12)c1csc(N)n1. Reaction SMILES: [C:55](=[O:56])([OH:57])[O-:58].[CH3:66][CH2:67][O:68][C:69](=[O:70])[CH3:71].[CH3:6][Si:7]([CH2:8][C:9]([NH2:10])=[O:11])([CH3:12])[CH3:13].[CH3:72][N:73]([CH3:74])[CH:75]=[O:76].[NH2:14][c:15]1[s:16][cH:17][c:18]([C:20]([C:21](=[O:22])[OH:23])=[N:24][O:25][CH3:26])[n:19]1.[NH2:27][CH:28]1[CH:29]2[N:30]([CH:31]([C:40](=[O:41])[O:42][CH2:43][c:44]3[cH:45][cH:46][c:47]([N+:50](=[O:51])[O-:52])[cH:48][cH:49]3)[C:32](=[CH:35][O:36][C:37]([CH3:38])=[O:39])[CH2:33][S:34]2)[C:53]1=[O:54].[Na+:59].[O:60]1[CH2:61][CH2:62][CH2:63][CH2:64]1.[OH2:65].[P:1]([Cl:2])([Cl:3])([Cl:4])=[O:5]>>[NH2:14][c:15]1[s:16][cH:17][c:18]([C:20]([C:21](=[O:23])[NH:27][CH:28]2[CH:29]3[N:30]([CH:31]([C:40](=[O:41])[O:42][CH2:43][c:44]4[cH:45][cH:46][c:47]([N+:50](=[O:51])[O-:52])[cH:48][cH:49]4)[C:32](=[CH:35][O:36][C:37]([CH3:38])=[O:39])[CH2:33][S:34]3)[C:53]2=[O:54])=[N:24][O:25][CH3:26])[n:19]1.